From a dataset of the Open Reaction Database (ORD), a public repository of structured organic reaction records. describe an organic reaction: reactants, conditions, products, and yield Reactants: CN(C)C=O, [H-], [Na+], Cc1ccc(S(=O)(=O)[O-])cc1CCOc1ccc(Oc2ccccc2)cc1, O, On1cccn1. Yields the product c1ccc(Oc2ccc(OCCOn3cccn3)cc2)cc1. As a reaction SMILES: [CH3:37][N:38]([CH3:39])[CH:40]=[O:41].[H-:7].[Na+:8].[O:9]([c:10]1[cH:11][cH:12][cH:13][cH:14][cH:15]1)[c:16]1[cH:17][cH:18][c:19]([O:20][CH2:21][CH2:22][c:23]2[cH:24][c:25]([S:26]([O-:27])(=[O:28])=[O:29])[cH:30][cH:31][c:32]2[CH3:33])[cH:34][cH:35]1.[OH2:36].[OH:1][n:2]1[n:3][cH:4][cH:5][cH:6]1>>[O:1]([n:2]1[n:3][cH:4][cH:5][cH:6]1)[CH2:22][CH2:21][O:20][c:19]1[cH:18][cH:17][c:16]([O:9][c:10]2[cH:11][cH:12][cH:13][cH:14][cH:15]2)[cH:35][cH:34]1.